This data is from the Open Reaction Database (ORD), a public repository of structured organic reaction records. The task is: describe an organic reaction: reactants, conditions, products, and yield Reactants: ( 85 ), [Al] (aluminium), [N+](=O)([O-])[O-].[NH4+] (ammonium nitrate), [N+](=O)([O-])C1=C(C=CC(=C1)[N+](=O)[O-])C (2,4-dinitrotoluene), [N+](=O)([O-])C1=C(C(=CC=C1)[N+](=O)[O-])C (2,6-dinitrotoluene). Reaction conditions: temperature 70 celsius. Yields the product [N+](=O)([O-])C=1C(=C(C=CC1)C)[N+](=O)[O-] (dinitrotoluene). As a reaction SMILES: [N+:1]([O-:4])([O-:3])=O.[NH4+].[N+:6]([C:9]1[CH:14]=[C:13]([N+]([O-])=O)[CH:12]=[CH:11][C:10]=1[CH3:18])([O-:8])=[O:7].[N+](C1C=CC=C([N+]([O-])=O)C=1C)([O-])=O.[Al]>>[N+:1]([C:14]1[C:9]([N+:6]([O-:8])=[O:7])=[C:10]([CH3:18])[CH:11]=[CH:12][CH:13]=1)([O-:4])=[O:3] |f:0.1|. Procedure details: Eighty-five (85) parts of porous prill ammonium nitrate (average particle size, 1.7 mm; oil absorbency, 17%) preheated to 70° C., and 14 parts of a liquid dinitrotoluene mixture which was prepared by mixing 2,4-dinitrotoluene with 2,6-dinitrotoluene and heating at 70° C. were thoroughly mixed using a horizontal kneader equipped with a sigma wing, thereby obtaining a granular explosive of the present invention. After cooling, the granular explosive and 1 part of flake-shaped aluminium (P-0100; ma... Starting materials: C(C)N(CCN1C(C(C2=C(C=C(C=C12)I)C(F)(F)F)(C1=CC2=CC=CC=C2C=C1)O)=O)CC (1-(2-diethylaminoethyl)-4-trifluoromethyl-6-iodo-3-hydroxy-3-(2-naphthyl)oxindole), CN(C)C=O (DMF), C(=O)(O)[O-].[Na+] (NaHCO3). Reagents/catalysts: [C-]#N.[C-]#N.[Zn+2] (Zn(CN)2), C=1C=CC(=CC1)[P](C=2C=CC=CC2)(C=3C=CC=CC3)[Pd]([P](C=4C=CC=CC4)(C=5C=CC=CC5)C=6C=CC=CC6)([P](C=7C=CC=CC7)(C=8C=CC=CC8)C=9C=CC=CC9)[P](C=1C=CC=CC1)(C=1C=CC=CC1)C=1C=CC=CC1 ((PPh3)4Pd). Run at temperature 80 celsius, time 2.5 hour. Product: C(C)N(CCN1C(C(C2=C(C=C(C=C12)C#N)C(F)(F)F)(C1=CC2=CC=CC=C2C=C1)O)=O)CC (1-(2-Diethylaminoethyl)-4-trifluoromethyl-6-cyano-3-hydroxy-3-(2-naphthyl)oxindole). Isolated yield 66.0%. RXN SMILES: [CH2:1]([N:3]([CH2:32][CH3:33])[CH2:4][CH2:5][N:6]1[C:14]2[C:9](=[C:10]([C:16]([F:19])([F:18])[F:17])[CH:11]=[C:12](I)[CH:13]=2)[C:8]([OH:30])([C:20]2[CH:29]=[CH:28][C:27]3[C:22](=[CH:23][CH:24]=[CH:25][CH:26]=3)[CH:21]=2)[C:7]1=[O:31])[CH3:2].C([O-])(O)=O.[Na+].[CH3:39][N:40](C=O)C>[C-]#N.[C-]#N.[Zn+2].C1C=CC([P]([Pd]([P](C2C=CC=CC=2)(C2C=CC=CC=2)C2C=CC=CC=2)([P](C2C=CC=CC=2)(C2C=CC=CC=2)C2C=CC=CC=2)[P](C2C=CC=CC=2)(C2C=CC=CC=2)C2C=CC=CC=2)(C2C=CC=CC=2)C2C=CC=CC=2)=CC=1>[CH2:1]([N:3]([CH2:32][CH3:33])[CH2:4][CH2:5][N:6]1[C:14]2[C:9](=[C:10]([C:16]([F:19])([F:18])[F:17])[CH:11]=[C:12]([C:39]#[N:40])[CH:13]=2)[C:8]([OH:30])([C:20]2[CH:29]=[CH:28][C:27]3[C:22](=[CH:23][CH:24]=[CH:25][CH:26]=3)[CH:21]=2)[C:7]1=[O:31])[CH3:2] |f:1.2,4.5.6,^1:52,54,73,92|. Procedure: A mixture of 1-(2-diethylaminoethyl)-4-trifluoromethyl-6-iodo-3-hydroxy-3-(2-naphthyl)oxindole of Example 48 (582 mg, 1, 24 mmol), 60% Zn(CN)2 (172 mg, 0.879 mmol), and (PPh3)4Pd (177 mg, 0.153 mmol) in DMF (6 mL) was stirred for 2.5 h at 80° C. Sat. aqueous NaHCO3 was added. The mixture was extracted with toluene-ethyl acetate, and the extracts were washed with sat. aq. NaHCO3, dried over MgSO4, and concentrated. The residue was purified by silica gel column chromatography with 80:1 to 50:1 chl... Yields the product O=C1OCC2CNCCN12. The reactants are O=C1OCC2CN(Cc3ccccc3)CCN12, CCO. RXN SMILES: [CH2:1]([c:2]1[cH:3][cH:4][cH:5][cH:6][cH:7]1)[N:8]1[CH2:9][CH:10]2[N:11]([CH2:12][CH2:13]1)[C:14](=[O:17])[O:15][CH2:16]2.[CH3:18][CH2:19][OH:20]>>[NH:8]1[CH2:9][CH:10]2[N:11]([CH2:12][CH2:13]1)[C:14](=[O:17])[O:15][CH2:16]2. Reactants: C(C1=CC=CC=C1)OC(=O)C=1C=C(C=CC1OC)C(C(C(=O)N1C(OC[C@@H]1CC1=CC=CC=C1)=O)CC)O ((4S)-3-[3-(3-benzyloxycarbonyl-4-methoxyphenyl)-2-ethyl-3-hydroxypropionyl]-4-benzyl-2-oxazolidinone), FC(C(=O)O)(F)F (trifluoroacetic acid), C(C)[SiH](CC)CC (triethylsilane). Run at time 1 hour. Yields the product C(=O)(O)C=1C=C(C=CC1OC)CC(C(=O)N1C(OC[C@@H]1CC1=CC=CC=C1)=O)CC ((4S)-3-[3-(3-carboxy-4-methoxyphenyl)-2-ethylpropionyl]-4-benzyl-2-oxazolidinone). Isolated yield 124.8%. RXN SMILES: C([O:8][C:9]([C:11]1[CH:12]=[C:13]([CH:19](O)[CH:20]([CH2:36][CH3:37])[C:21]([N:23]2[C@@H:27]([CH2:28][C:29]3[CH:34]=[CH:33][CH:32]=[CH:31][CH:30]=3)[CH2:26][O:25][C:24]2=[O:35])=[O:22])[CH:14]=[CH:15][C:16]=1[O:17][CH3:18])=[O:10])C1C=CC=CC=1.FC(F)(F)C(O)=O.C([SiH](CC)CC)C>>[C:9]([C:11]1[CH:12]=[C:13]([CH2:19][CH:20]([CH2:36][CH3:37])[C:21]([N:23]2[C@@H:27]([CH2:28][C:29]3[CH:30]=[CH:31][CH:32]=[CH:33][CH:34]=3)[CH2:26][O:25][C:24]2=[O:35])=[O:22])[CH:14]=[CH:15][C:16]=1[O:17][CH3:18])([OH:10])=[O:8]. Procedure: Next, (4S)-3-[3-(3-benzyloxycarbonyl-4-methoxyphenyl)-2-ethyl-3-hydroxypropionyl]-4-benzyl-2-oxazolidinone (1.35 g, 2.61 mmol) and 22 ml of trifluoroacetic acid were mixed under cooling with ice and triethylsilane (3.95 ml, 26.1 mmol) was added over 5 minutes. The mixture was stirred for 1 hour under cooling with ice, followed by stirring for 4 days at room temperature. The reaction mixture was concentrated and the residue was poured into 0.5 mol/l aqueous solution of sodium hydroxide, which was...